Task: describe an organic reaction: reactants, conditions, products, and yield. Dataset: the Open Reaction Database (ORD), a public repository of structured organic reaction records Starting materials: O=C(O)C(F)(F)F, CC(C)(C)OC(=O)C1CN(Cc2ccc(-c3noc(-c4onc(-c5ccccc5)c4C(=O)NCC(F)(F)F)n3)cc2)C1. The product is O=C(O)C(F)(F)F, O=C(NCC(F)(F)F)c1c(-c2ccccc2)noc1-c1nc(-c2ccc(CN3CC(C(=O)O)C3)cc2)no1. RXN SMILES: [F:43][C:44]([C:45](=[O:46])[OH:47])([F:48])[F:49].[c:1]1(-[c:7]2[n:8][o:9][c:10](-[c:20]3[n:21][c:22](-[c:25]4[cH:26][cH:27][c:28]([CH2:29][N:30]5[CH2:31][CH:32]([C:34](=[O:35])[O:36][C:37]([CH3:38])([CH3:39])[CH3:40])[CH2:33]5)[cH:41][cH:42]4)[n:23][o:24]3)[c:11]2[C:12]([NH:13][CH2:14][C:15]([F:16])([F:17])[F:18])=[O:19])[cH:2][cH:3][cH:4][cH:5][cH:6]1>>[F:43][C:44]([C:45](=[O:46])[OH:47])([F:48])[F:49].[c:1]1(-[c:7]2[n:8][o:9][c:10](-[c:20]3[n:21][c:22](-[c:25]4[cH:26][cH:27][c:28]([CH2:29][N:30]5[CH2:31][CH:32]([C:34](=[O:35])[OH:36])[CH2:33]5)[cH:41][cH:42]4)[n:23][o:24]3)[c:11]2[C:12]([NH:13][CH2:14][C:15]([F:16])([F:17])[F:18])=[O:19])[cH:2][cH:3][cH:4][cH:5][cH:6]1. Reactants: C1(=CC=CC=C1)O (phenol), [H-].[Na+] (NaH), O (Water), BrCCBr (1,2-dibromoethane). Reagents/catalysts: [I-].C(CCC)[N+](CCCC)(CCCC)CCCC (tetrabutylammonium iodide). Solvent: C1CCOC1 (THF). Reaction conditions: time 30 minute. Product: CCCCCC.CCOC(=O)C (hexane EtOAc). Yield: 16.0%. As a reaction SMILES: [C:1]1([OH:7])[CH:6]=[CH:5][CH:4]=[CH:3][CH:2]=1.[H-].[Na+].Br[CH2:11][CH2:12]Br.[OH2:14]>[I-].C([N+](CCCC)(CCCC)CCCC)CCC.C1COCC1>[CH3:5][CH2:6][CH2:1][CH2:2][CH2:3][CH3:4].[CH3:11][CH2:12][O:14][C:1]([CH3:6])=[O:7] |f:1.2,5.6,8.9|. Procedure details: To a solution of the corresponding phenol (12.9 mmol) and tetrabutylammonium iodide (478 mg, 1.29 mmol) in THF (25 mL) at room temperature, NaH (60% in oil, 0.77 g, 19.4 mmol) was slowly added. The mixture was stirred for 30 minutes, and then 1,2-dibromoethane (3.36 mL, 38.8 mmol) was added. The mixture was stirred at room temperature under argon overnight. Water was added (50 mL) and the mixture was extracted with EtOAc (2×50 mL). The organic layer was dried over MgSO4 and concentrated. The cru... RXN SMILES: [CH3:1][N:2]([CH2:4][CH:5]1[C:10]([OH:19])([C:11]2[CH:16]=[C:15]([O:17][CH3:18])[CH:14]=[CH:13][CH:12]=2)[CH2:9][CH2:8][CH2:7][CH2:6]1)[CH3:3].Cl.[OH2:21]>>[CH3:3][N+:2]([O-:21])([CH2:4][CH:5]1[C:10]([OH:19])([C:11]2[CH:12]=[CH:13][CH:14]=[C:15]([O:17][CH3:18])[CH:16]=2)[CH2:9][CH2:8][CH2:7][CH2:6]1)[CH3:1].[CH3:3][N:2]([CH2:4][CH:5]1[C:10]([OH:19])([C:11]2[CH:16]=[C:15]([O:17][CH3:18])[CH:14]=[CH:13][CH:12]=2)[CH2:9][CH2:8][CH2:7][CH2:6]1)[CH3:1] |f:0.1|. Procedure details: First, tramadol N-oxide was prepared as set forth hereinafter. Tramadol hydrochloride (0.5 mol) was converted its free base in basified water (pH >9) and then extracted with ether. The ether was evaporated to yield the crystalline hydrate of tramadol. The solid was then heated with steam under a high vacuum to remove as much water as possible to yield 131.5 g of material. The material was dissolved in methanol (500 mL) and 65 g of 30% H2O2 was added. The solution was stirred for 3 hours and then... Product: C[N+](C)(CC1CCCCC1(C2=CC(=CC=C2)OC)O)[O-] (tramadol N-oxide), hydrate, CN(C)CC1CCCCC1(C2=CC=CC(=C2)OC)O (tramadol). Starting materials: O (water), CN(C)CC1CCCCC1(C2=CC=CC(=C2)OC)O.Cl (Tramadol hydrochloride).